From a dataset of the Open Reaction Database (ORD), a public repository of structured organic reaction records. describe an organic reaction: reactants, conditions, products, and yield RXN SMILES: [CH2:1]([c:2]1[cH:3][cH:4][cH:5][cH:6][cH:7]1)[n:8]1[n:9][c:10]([CH:13]2[O:14][CH:15]([n:20]3[c:21]4[n:22][c:23]([NH:44][CH2:45][CH2:46][N:47]5[CH2:48][CH2:49][CH2:50][CH2:51][CH2:52]5)[n:24][c:25]([NH:29][CH2:30][CH:31]([c:32]5[cH:33][cH:34][cH:35][cH:36][cH:37]5)[c:38]5[cH:39][cH:40][cH:41][cH:42][cH:43]5)[c:26]4[n:27][cH:28]3)[CH:16]([OH:19])[CH:17]2[OH:18])[n:11][n:12]1.[CH3:57][CH2:58][OH:59].[CH:53]([O-:54])=[O:55].[NH4+:56]>>[n:8]1[n:9][c:10]([CH:13]2[O:14][CH:15]([n:20]3[c:21]4[n:22][c:23]([NH:44][CH2:45][CH2:46][N:47]5[CH2:48][CH2:49][CH2:50][CH2:51][CH2:52]5)[n:24][c:25]([NH:29][CH2:30][CH:31]([c:32]5[cH:33][cH:34][cH:35][cH:36][cH:37]5)[c:38]5[cH:39][cH:40][cH:41][cH:42][cH:43]5)[c:26]4[n:27][cH:28]3)[CH:16]([OH:19])[CH:17]2[OH:18])[n:11][nH:12]1. Reactants: OC1C(c2nnn(Cc3ccccc3)n2)OC(n2cnc3c(NCC(c4ccccc4)c4ccccc4)nc(NCCN4CCCCC4)nc32)C1O, CCO, O=C[O-], [NH4+]. The product is OC1C(c2nn[nH]n2)OC(n2cnc3c(NCC(c4ccccc4)c4ccccc4)nc(NCCN4CCCCC4)nc32)C1O. Starting materials: CCCCCCNCCCCCC, CC#N, CCOC(C)=O, Clc1nc(Cl)nc(Cl)n1, [Na+], [Na+], O=C([O-])[O-], O. The product is CCCCCCN(CCCCCC)c1nc(Cl)nc(Cl)n1. Reaction SMILES: [CH2:1]([CH2:2][CH2:3][CH2:4][CH2:5][CH3:6])[NH:7][CH2:8][CH2:9][CH2:10][CH2:11][CH2:12][CH3:13].[CH3:29][C:30]#[N:31].[CH3:32][CH2:33][O:34][C:35](=[O:36])[CH3:37].[Cl:14][c:15]1[n:16][c:17]([Cl:18])[n:19][c:20]([Cl:21])[n:22]1.[Na+:23].[Na+:24].[O-:25][C:26](=[O:27])[O-:28].[OH2:38]>>[CH2:1]([CH2:2][CH2:3][CH2:4][CH2:5][CH3:6])[N:7]([CH2:8][CH2:9][CH2:10][CH2:11][CH2:12][CH3:13])[c:20]1[n:19][c:17]([Cl:18])[n:16][c:15]([Cl:14])[n:22]1. The reactants are COc1ccccc1C(C)C(=O)N1C(=O)OC(c2ccccc2)C1C, [Li+], [Na+], [Na+], C1CCOC1, [OH-], O, OO, O=S([O-])[O-]. Yields the product COc1ccccc1C(C)C(=O)O. As a reaction SMILES: [CH3:1][CH:2]1[CH:3]([c:4]2[cH:5][cH:6][cH:7][cH:8][cH:9]2)[O:10][C:11](=[O:12])[N:13]1[C:14]([CH:15]([CH3:16])[c:17]1[c:18]([O:23][CH3:24])[cH:19][cH:20][cH:21][cH:22]1)=[O:25].[Li+:26].[Na+:34].[Na+:35].[O:36]1[CH2:37][CH2:38][CH2:39][CH2:40]1.[OH-:27].[OH2:41].[OH:28][OH:29].[S:30](=[O:31])([O-:32])[O-:33]>>[C:14]([CH:15]([CH3:16])[c:17]1[c:18]([O:23][CH3:24])[cH:19][cH:20][cH:21][cH:22]1)([OH:25])=[O:31]. The reactants are OCc1ccc2c(c1)OCO2, Cc1ccccc1, Cl. Product: ClCc1ccc2c(c1)OCO2. As a reaction SMILES: [CH2:1]([c:2]1[cH:3][c:4]2[c:8]([cH:9][cH:10]1)[O:7][CH2:6][O:5]2)[OH:11].[CH3:13][c:14]1[cH:15][cH:16][cH:17][cH:18][cH:19]1.[ClH:12]>>[CH2:1]([c:2]1[cH:3][c:4]2[c:8]([cH:9][cH:10]1)[O:7][CH2:6][O:5]2)[Cl:12]. Starting materials: C#CCN1CCC(N(C)C)CC1, Nc1ccc(Oc2ccnc3cc(I)sc23)c(F)c1. Product: CN(C)C1CCN(CC#Cc2cc3nccc(Oc4ccc(N)cc4F)c3s2)CC1. As a reaction SMILES: [CH3:1][N:2]([CH:3]1[CH2:4][CH2:5][N:6]([CH2:9][C:10]#[CH:11])[CH2:7][CH2:8]1)[CH3:12].[F:13][c:14]1[cH:15][c:16]([NH2:17])[cH:18][cH:19][c:20]1[O:21][c:22]1[c:23]2[c:24]([n:25][cH:26][cH:27]1)[cH:28][c:29]([I:31])[s:30]2>>[CH3:1][N:2]([CH:3]1[CH2:4][CH2:5][N:6]([CH2:9][C:10]#[C:11][c:29]2[cH:28][c:24]3[c:23]([c:22]([O:21][c:20]4[c:14]([F:13])[cH:15][c:16]([NH2:17])[cH:18][cH:19]4)[cH:27][cH:26][n:25]3)[s:30]2)[CH2:7][CH2:8]1)[CH3:12]. Starting materials: OC=1C=C(C=O)C=CC1 (3-Hydroxybenzaldehyde), C([O-])([O-])=O.[K+].[K+] (potassium carbonate), BrCCCC (1-Bromobutane). The solvent is CN(C=O)C (N,N-dimethylformamide). Conditions: time 19 hour. Product: C(CCC)OC=1C=C(C=O)C=CC1 (3-Butoxy-benzaldehyde). Yield: 96.5%. Reaction SMILES: [OH:1][C:2]1[CH:3]=[C:4]([CH:7]=[CH:8][CH:9]=1)[CH:5]=[O:6].C(=O)([O-])[O-].[K+].[K+].Br[CH2:17][CH2:18][CH2:19][CH3:20]>CN(C)C=O>[CH2:17]([O:1][C:2]1[CH:3]=[C:4]([CH:7]=[CH:8][CH:9]=1)[CH:5]=[O:6])[CH2:18][CH2:19][CH3:20] |f:1.2.3|. Procedure: 3-Hydroxybenzaldehyde (3 g, 24.6 mmol) and potassium carbonate (10.2 g, 73.8 mmol) were suspended in N,N-dimethylformamide (60 mL). 1-Bromobutane (3.17 mL, 29.5 mmol) was added to this suspension and stirred for 19 hours at room temperature. This mixture was partitioned into ethyl acetate and water. This organic layer was separated, washed with water, dried over anhydrous magnesium sulfate, and filtered. The filtrate was concentrated under a reduced pressure to obtain the title compound (4.23 g)...